This data is from the Open Reaction Database (ORD), a public repository of structured organic reaction records. The task is: describe an organic reaction: reactants, conditions, products, and yield The reactants are [N+](=O)([O-])C1=CC=C(NC(C2=CC=CC=C2)=O)C=C1 (4'-nitrobenzanilide), [N+](=O)([O-])C1=CC=C(C=C1)NC(C1=CC=CC=C1)=O (N-(4-nitrophenyl)benzamide). The solvent is CO (methanol). Yields the product [N+](=O)([O-])C1=CC=C(N)C=C1 (4-nitroaniline). As a reaction SMILES: [N+:1]([C:4]1[CH:18]=[CH:17][C:7]([NH:8]C(=O)C2C=CC=CC=2)=[CH:6][CH:5]=1)([O-:3])=[O:2]>CO>[N+:1]([C:4]1[CH:18]=[CH:17][C:7]([NH2:8])=[CH:6][CH:5]=1)([O-:3])=[O:2]. Reported procedure: This example illustrates the aminolysis of 4'-nitrobenzanilide, i.e., N-(4-nitrophenyl)benzamide, in methanol to give 4-nitroaniline. Starting materials: C(C1=CC=CC=C1)[C@@]1(O)[C@@H]([C@@H](OC(C)=O)[C@H](OC(C)=O)[C@H](O1)CNC(=O)[C@H](OC(C)=O)[C@@H](OC(C)=O)[C@H](OC(C)=O)[C@H](OC(C)=O)COC(C)=O)NC(=O)OCC1=CC=CC=C1 (2,3,4,5,6-penta-O-acetyl-D-gluconic acid (benzyl 3,4-di-O-acetyl-2-benzyloxycarbonylamino-2,6-didesoxy-a-D-glucopyranosid-6-yl)-amide). Reagents/catalysts: [Pd] (palladium on charcoal). Solvent: O1CCOCC1 (dioxan), O (water). Run at time 2 hour. Product: C(C1=CC=CC=C1)[C@@]1(O)[C@@H]([C@@H](OC(C)=O)[C@H](OC(C)=O)[C@H](O1)CNC(=O)[C@H](OC(C)=O)[C@@H](OC(C)=O)[C@H](OC(C)=O)[C@H](OC(C)=O)COC(C)=O)N (2,3,4,5,6-penta-O-acetyl-D-gluconic acid (benzyl 3,4-di-O-acetyl-2-amino-2,6-didesoxy-a-D-glucopyranosid-6-yl)-amide). Reaction SMILES: [CH2:1]([C@@:8]1([O:22][C@H:21]([CH2:23][NH:24][C:25]([C@@H:27]([C@H:32]([C@@H:37]([C@@H:42]([CH2:47][O:48][C:49](=[O:51])[CH3:50])[O:43][C:44](=[O:46])[CH3:45])[O:38][C:39](=[O:41])[CH3:40])[O:33][C:34](=[O:36])[CH3:35])[O:28][C:29](=[O:31])[CH3:30])=[O:26])[C@@H:16]([O:17][C:18](=[O:20])[CH3:19])[C@H:11]([O:12][C:13](=[O:15])[CH3:14])[C@H:10]1[NH:52]C(OCC1C=CC=CC=1)=O)[OH:9])[C:2]1[CH:7]=[CH:6][CH:5]=[CH:4][CH:3]=1>O1CCOCC1.O.[Pd]>[CH2:1]([C@@:8]1([O:22][C@H:21]([CH2:23][NH:24][C:25]([C@@H:27]([C@H:32]([C@@H:37]([C@@H:42]([CH2:47][O:48][C:49](=[O:51])[CH3:50])[O:43][C:44](=[O:46])[CH3:45])[O:38][C:39](=[O:41])[CH3:40])[O:33][C:34](=[O:36])[CH3:35])[O:28][C:29](=[O:31])[CH3:30])=[O:26])[C@@H:16]([O:17][C:18](=[O:20])[CH3:19])[C@H:11]([O:12][C:13](=[O:15])[CH3:14])[C@H:10]1[NH2:52])[OH:9])[C:2]1[CH:3]=[CH:4][CH:5]=[CH:6][CH:7]=1. Reported procedure: A solution of 250 mg of 2,3,4,5,6-penta-O-acetyl-D-gluconic acid (benzyl 3,4-di-O-acetyl-2-benzyloxycarbonylamino-2,6-didesoxy-a-D-glucopyranosid-6-yl)-amide in 20 ml of dioxan and 2 ml water was hydrogenated at room temperature in the presence of palladium on charcoal (10%). After 2 hours, the catalyst was filtered off over a filter aid and the filtrate was concentrated. The residue was crystallized from ethyl acetate/ether and gave 2,3,4,5,6-penta-O-acetyl-D-gluconic acid (benzyl 3,4-di-O-acet... The reactants are O (water), C(C)(=O)OCC (ethyl acetate), BrC1=CC(=C(C=C1[N+](=O)[O-])N1C=2N(C(=CC1=O)C(F)(F)F)C=CN2)F (8-(4-bromo-2-fluoro-5-nitrophenyl)-7,8-dihydro-5-trifluoromethylimidazo[1,2-a]pyrimidin-7-one). Reagents/catalysts: [Fe] (iron). Solvent: C(C)(=O)O (acetic acid). Yields the product NC=1C(=CC(=C(C1)N1C=2N(C(=CC1=O)C(F)(F)F)C=CN2)F)Br (8-(5-amino-4-bromo-2-fluorophenyl)-7,8-dihydro-5-trifluoromethylimidazo[1,2-a]pyrimidin-7-one). RXN SMILES: O.C(OCC)(=O)C.[Br:8][C:9]1[C:14]([N+:15]([O-])=O)=[CH:13][C:12]([N:18]2[C:23](=[O:24])[CH:22]=[C:21]([C:25]([F:28])([F:27])[F:26])[N:20]3[CH:29]=[CH:30][N:31]=[C:19]23)=[C:11]([F:32])[CH:10]=1>[Fe].C(O)(=O)C>[NH2:15][C:14]1[C:9]([Br:8])=[CH:10][C:11]([F:32])=[C:12]([N:18]2[C:23](=[O:24])[CH:22]=[C:21]([C:25]([F:28])([F:27])[F:26])[N:20]3[CH:29]=[CH:30][N:31]=[C:19]23)[CH:13]=1. Procedure: To a mixed solution of water (100 ml), ethyl acetate (50 ml) and acetic acid (50 ml) was added 8-(4-bromo-2-fluoro-5-nitrophenyl)-7,8-dihydro-5-trifluoromethylimidazo[1,2-a]pyrimidin-7-one (12.5 g) synthesized in Example 16 and iron powder (8.0 g) and heated to reflux for 3 hours. The reaction solution was filtered through Celite and then the Celite was washed with heated ethyl acetate. The combined filtrate and washing was washed with water, saturated sodium hydrogencarbonate and water in this ... The reactants are C(C)(C)(C)C1=C(C=C(C=C1)CO)OC ((4-tert-Butyl-3-methoxy-phenyl)-methanol), C1CC(=O)N(C1=O)Br (NBS). Solvent: OS(=O)[O-].[Na+] (NaHSO3), C(Cl)(Cl)(Cl)Cl (CCl4). Conditions: time 15 minute. Yields the product BrC1=C(C=C(C(=C1)C(C)(C)C)OC)CO ((2-Bromo-4-tert-butyl-5-methoxy-phenyl)-methanol). Isolated yield 99.2%. RXN SMILES: [C:1]([C:5]1[CH:10]=[CH:9][C:8]([CH2:11][OH:12])=[CH:7][C:6]=1[O:13][CH3:14])([CH3:4])([CH3:3])[CH3:2].C1C(=O)N([Br:22])C(=O)C1>C(Cl)(Cl)(Cl)Cl.OS([O-])=O.[Na+]>[Br:22][C:9]1[CH:10]=[C:5]([C:1]([CH3:4])([CH3:2])[CH3:3])[C:6]([O:13][CH3:14])=[CH:7][C:8]=1[CH2:11][OH:12] |f:3.4|. Procedure: step b—To a solution of 345 (2.08 g, 10.70 mmol) in CCl4 (75 mL) was added NBS (2.10 g, 11.80 mmol). The reaction was stirred for 15 min then diluted with a cold 10% aqueous NaHSO3. The reaction mixture was extracted with DCM. The organic extract was washed with brine, dried (MgSO4), filtered and concentrated. The residue was taken up in hexanes (80 mL) and then concentrated to afford 2.9 g (100%) of 344a as a white solid. The reactants are IC1=CC=C(CN2CCCCC2)C=C1 (1-(4-iodobenzyl)piperidine), ClC1=CC=C(C=C1)C1=CC=C(C=C1)NC(C#C)=O (propynoic acid-(4′-chlorobiphenyl-4-yl)amide), ClCCl.CO.N (dichloromethane methanol ammonia). The product is ClC1=CC=C(C=C1)C1=CC=C(C=C1)NC(C#CC1=CC=C(C=C1)CN1CCCCC1)=O (3-(4-piperidin-1-ylmethylphenyl)propynoic acid-(4′-chlorobiphenyl-4-yl)amide). RXN SMILES: I[C:2]1[CH:14]=[CH:13][C:5]([CH2:6][N:7]2[CH2:12][CH2:11][CH2:10][CH2:9][CH2:8]2)=[CH:4][CH:3]=1.[Cl:15][C:16]1[CH:21]=[CH:20][C:19]([C:22]2[CH:27]=[CH:26][C:25]([NH:28][C:29](=[O:32])[C:30]#[CH:31])=[CH:24][CH:23]=2)=[CH:18][CH:17]=1.ClCCl.CO.N>>[Cl:15][C:16]1[CH:17]=[CH:18][C:19]([C:22]2[CH:27]=[CH:26][C:25]([NH:28][C:29](=[O:32])[C:30]#[C:31][C:2]3[CH:14]=[CH:13][C:5]([CH2:6][N:7]4[CH2:12][CH2:11][CH2:10][CH2:9][CH2:8]4)=[CH:4][CH:3]=3)=[CH:24][CH:23]=2)=[CH:20][CH:21]=1 |f:2.3.4|. Reported procedure: Prepared analogously to Example 1.1.d. from 1-(4-iodobenzyl)piperidine and propynoic acid-(4′-chlorobiphenyl-4-yl)amide. Yield: 6 mg (4% of theory); melting point: 179.5° C.; C27H25ClN2O (M=428.96); calc.: molecular ion peak (H+ H)+: 429/431; found: molecular ion peak (M+H)+: 429/431; Rf value: 0.5 (silica gel, dichloromethane/methanol/ammonia (10:1:0.1)). The reactants are COc1ccccc1COCCCOc1ccc(C2CCN(C(=O)OC(C)(C)C)CC2O)cc1, C[Si](C)(C)CCOCOc1ccc2ccc(CCl)cc2c1, [H-], [Na+]. The product is COc1ccccc1COCCCOc1ccc(C2CCN(C(=O)OC(C)(C)C)CC2OCc2ccc3ccc(OCOCC[Si](C)(C)C)cc3c2)cc1. Reaction SMILES: [C:1]([CH3:2])([CH3:3])([CH3:4])[O:5][C:6](=[O:7])[N:8]1[CH2:9][CH:10]([OH:34])[CH:11]([c:14]2[cH:15][cH:16][c:17]([O:20][CH2:21][CH2:22][CH2:23][O:24][CH2:25][c:26]3[c:27]([O:32][CH3:33])[cH:28][cH:29][cH:30][cH:31]3)[cH:18][cH:19]2)[CH2:12][CH2:13]1.[Cl:35][CH2:36][c:37]1[cH:38][c:39]2[cH:40][c:41]([O:47][CH2:48][O:49][CH2:50][CH2:51][Si:52]([CH3:53])([CH3:54])[CH3:55])[cH:42][cH:43][c:44]2[cH:45][cH:46]1.[H-:56].[Na+:57]>>[C:1]([CH3:2])([CH3:3])([CH3:4])[O:5][C:6](=[O:7])[N:8]1[CH2:9][CH:10]([O:34][CH2:36][c:37]2[cH:38][c:39]3[cH:40][c:41]([O:47][CH2:48][O:49][CH2:50][CH2:51][Si:52]([CH3:53])([CH3:54])[CH3:55])[cH:42][cH:43][c:44]3[cH:45][cH:46]2)[CH:11]([c:14]2[cH:15][cH:16][c:17]([O:20][CH2:21][CH2:22][CH2:23][O:24][CH2:25][c:26]3[c:27]([O:32][CH3:33])[cH:28][cH:29][cH:30][cH:31]3)[cH:18][cH:19]2)[CH2:12][CH2:13]1.